From a dataset of the Open Reaction Database (ORD), a public repository of structured organic reaction records. describe an organic reaction: reactants, conditions, products, and yield Starting materials: COC(C(CNC(=O)OC(C)(C)C)C1=CC=C(C=C1)NC(=S)N)=O (3-t-butoxycarbonylamino-2-(4-thioureidophenyl)propionic acid methyl ester), C(C)I (ethyl iodide). The product is COC(C(CNC(=O)OC(C)(C)C)C1=CC=C(C=C1)NC(SCC)=N)=O (3-t-butoxycarbonylamino-2-(4-(S-ethylisothioureido)phenyl)propionic acid methyl ester). Isolated yield 96.0%. As a reaction SMILES: [CH3:1][O:2][C:3](=[O:24])[CH:4]([C:14]1[CH:19]=[CH:18][C:17]([NH:20][C:21]([NH2:23])=[S:22])=[CH:16][CH:15]=1)[CH2:5][NH:6][C:7]([O:9][C:10]([CH3:13])([CH3:12])[CH3:11])=[O:8].[CH2:25](I)[CH3:26]>>[CH3:1][O:2][C:3](=[O:24])[CH:4]([C:14]1[CH:15]=[CH:16][C:17]([NH:20][C:21](=[NH:23])[S:22][CH2:25][CH3:26])=[CH:18][CH:19]=1)[CH2:5][NH:6][C:7]([O:9][C:10]([CH3:13])([CH3:12])[CH3:11])=[O:8]. Reported procedure: Using the compound obtained in Example 224 as a starting material and also using ethyl iodide as a reagent, the same procedure of Example 29 gave 0.55 g of the titled compound (yield, 96%).